Dataset: the Open Reaction Database (ORD), a public repository of structured organic reaction records. Task: describe an organic reaction: reactants, conditions, products, and yield Yields the product CN1C(=O)C2(CC(C3CCCOC3)Oc3ccc(Br)cc32)N=C1N. The reactants are CSC1=NC2(CC(C3CCCOC3)Oc3ccc(Br)cc32)C(=O)N1C, CCO, N. RXN SMILES: [Br:1][c:2]1[cH:3][c:4]2[c:9]([cH:10][cH:11]1)[O:8][CH:7]([CH:12]1[CH2:13][O:14][CH2:15][CH2:16][CH2:17]1)[CH2:6][C:5]21[N:18]=[C:19]([S:24][CH3:25])[N:20]([CH3:23])[C:21]1=[O:22].[CH3:27][CH2:28][OH:29].[NH3:26]>>[Br:1][c:2]1[cH:3][c:4]2[c:9]([cH:10][cH:11]1)[O:8][CH:7]([CH:12]1[CH2:13][O:14][CH2:15][CH2:16][CH2:17]1)[CH2:6][C:5]21[N:18]=[C:19]([NH2:26])[N:20]([CH3:23])[C:21]1=[O:22]. Reaction SMILES: [C:1]1([C:7]2[S:11][C:10]3[CH2:12][CH2:13][CH2:14][C:9]=3[C:8]=2[NH2:15])[CH:6]=[CH:5][CH:4]=[CH:3][CH:2]=1.[N:16]12[CH2:23][CH2:22][CH:19]([CH2:20][CH2:21]1)[C@@H:18]([OH:24])[CH2:17]2.Cl.[C:26](Cl)(=O)[O:27]C(CCCCC)CC.ClC(Cl)(OC(=O)OC(Cl)(Cl)Cl)Cl.[C:50]([OH:57])(=[O:56])/[CH:51]=[CH:52]/[C:53]([OH:55])=[O:54]>N1C=CC=CC=1.CCO.O>[C:50]([OH:57])(=[O:56])/[CH:51]=[CH:52]/[C:53]([OH:55])=[O:54].[C:1]1([C:7]2[S:11][C:10]3[CH2:12][CH2:13][CH2:14][C:9]=3[C:8]=2[NH:15][C:26](=[O:27])[O:24][C@@H:18]2[CH:19]3[CH2:22][CH2:23][N:16]([CH2:21][CH2:20]3)[CH2:17]2)[CH:2]=[CH:3][CH:4]=[CH:5][CH:6]=1 |f:2.3,9.10|. Procedure: To a solution of 2-phenyl-5,6-dihydro-4H-cyclopenta[b]thiophene-3-amine (110 mg) in pyridine (2 mL) was added (3R)-quinuclidin-3-ol and (3R)-1-azabicyclo[2.2.2]octa-3-yl chlorocarbonate hydrochloride (231 mg) synthesized from triphosgene, followed by stirring at room temperature for 30 minutes, and then stirring at 80° C. for 15 hours. To the reaction mixture was added water, followed by extraction with EtOAc. The organic layer was washed with water and brine in this order, then dried over MgSO4... The product is C(\C=C\C(=O)O)(=O)O.C1(=CC=CC=C1)C1=C(C2=C(S1)CCC2)NC(O[C@H]2CN1CCC2CC1)=O ((3R)-1-azabicyclo[2.2.2]oct-3-yl (2-phenyl-5,6-dihydro-4H-cyclopenta[b]thien-3-yl)carbamate fumarate). Run in O (water), CCO (EtOH), N1=CC=CC=C1 (pyridine). Conditions: time 30 minute. Reactants: C(\C=C\C(=O)O)(=O)O (fumaric acid), C1(=CC=CC=C1)C1=C(C2=C(S1)CCC2)N (2-phenyl-5,6-dihydro-4H-cyclopenta[b]thiophene-3-amine), N12C[C@@H](C(CC1)CC2)O ((3R)-quinuclidin-3-ol), Cl.C(OC(CC)CCCCC)(=O)Cl (octa-3-yl chlorocarbonate hydrochloride), ClC(Cl)(OC(OC(Cl)(Cl)Cl)=O)Cl (triphosgene). Reactants: CC(C)NC1=NS(=O)(=O)c2sc(Br)cc2N1, CN(C)C=O, N#C[Cu], [Na+], [OH-], O. Product: CC(C)NC1=NS(=O)(=O)c2sc(C#N)cc2N1. Reaction SMILES: [Br:1][c:2]1[cH:3][c:4]2[c:9]([s:10]1)[S:8](=[O:11])(=[O:12])[N:7]=[C:6]([NH:13][CH:14]([CH3:15])[CH3:16])[NH:5]2.[CH3:23][N:24]([CH3:25])[CH:26]=[O:27].[Cu:17][C:18]#[N:19].[Na+:22].[OH-:21].[OH2:20]>>[c:2]1([C:18]#[N:19])[cH:3][c:4]2[c:9]([s:10]1)[S:8](=[O:11])(=[O:12])[N:7]=[C:6]([NH:13][CH:14]([CH3:15])[CH3:16])[NH:5]2. Reactants: CC(C)=O, Cc1ccc(S(=O)(=O)O)cc1, CCO, NC(=O)c1ccccc1NCCCCl. The product is CC1(C)NC(=O)c2ccccc2N1CCCCl. Reaction SMILES: [CH3:15][C:16]([CH3:17])=[O:18].[CH3:19][c:20]1[cH:21][cH:22][c:23]([S:24](=[O:25])(=[O:26])[OH:27])[cH:28][cH:29]1.[CH3:30][CH2:31][OH:32].[Cl:1][CH2:2][CH2:3][CH2:4][NH:5][c:6]1[c:7]([C:8](=[O:9])[NH2:10])[cH:11][cH:12][cH:13][cH:14]1>>[Cl:1][CH2:2][CH2:3][CH2:4][N:5]1[c:6]2[c:7]([cH:11][cH:12][cH:13][cH:14]2)[C:8](=[O:9])[NH:10][C:16]1([CH3:15])[CH3:17]. The reactants are resultant solution, O (water), Cl (HCl), C(CCC)(=O)C=1C=NC2=CC=C(C=C2C1N[C@@H]1CC[C@H](CC1)NC(OC(C)(C)C)=O)C1=CC(=C(C(=C1)OC)O)Cl (tert-butyl (trans-4-((3-butyryl-6-(3-chloro-4-hydroxy-5-methoxyphenyl)quinolin-4-yl)amino)cyclohexyl)carbamate). Procedure: To a suspension of tert-butyl (trans-4-((3-butyryl-6-(3-chloro-4-hydroxy-5-methoxyphenyl)quinolin-4-yl)amino)cyclohexyl)carbamate (36 mg, 0.063 mmol) in THF (3 mL) was added water (2 mL) and 6N aqueous HCl (2 mL). The resultant solution was heated at 65° C. for 4 h. The reaction mixture was cooled and concentrated. The resultant residue was triturated with diethyl ether. The residue was eluted through an ion-exchange column (using methanol and 7 N methanol in ammonia) to obtain the desired produ... Run in C1CCOC1 (THF). Isolated yield 74.6%. RXN SMILES: [C:1]([C:6]1[CH:7]=[N:8][C:9]2[C:14]([C:15]=1[NH:16][C@H:17]1[CH2:22][CH2:21][C@H:20]([NH:23]C(=O)OC(C)(C)C)[CH2:19][CH2:18]1)=[CH:13][C:12]([C:31]1[CH:36]=[C:35]([O:37][CH3:38])[C:34]([OH:39])=[C:33]([Cl:40])[CH:32]=1)=[CH:11][CH:10]=2)(=[O:5])[CH2:2][CH2:3][CH3:4].O.Cl>C1COCC1>[NH2:23][C@H:20]1[CH2:21][CH2:22][C@H:17]([NH:16][C:15]2[C:14]3[C:9](=[CH:10][CH:11]=[C:12]([C:31]4[CH:36]=[C:35]([O:37][CH3:38])[C:34]([OH:39])=[C:33]([Cl:40])[CH:32]=4)[CH:13]=3)[N:8]=[CH:7][C:6]=2[C:1](=[O:5])[CH2:2][CH2:3][CH3:4])[CH2:18][CH2:19]1. The product is N[C@@H]1CC[C@H](CC1)NC1=C(C=NC2=CC=C(C=C12)C1=CC(=C(C(=C1)OC)O)Cl)C(CCC)=O (1-(4-((trans-4-aminocyclohexyl)amino)-6-(3-chloro-4-hydroxy-5-methoxyphenyl)quinolin-3-yl)butan-1-one). The reactants are COC(C1=CN=C(C=C1Cl)C)=O (4-chloro-6-methyl-nicotinic acid methyl ester), BrC1=CC(=C(C=C1Cl)O)Cl (4-bromo-2,5-dichlorophenol), tetrakis(acetonitrile)copper (I) hexafluorophosphate, C([O-])([O-])=O.[Cs+].[Cs+] (cesium carbonate), C(C)(=O)OCC (Ethyl acetate). Product: COC(C1=CN=C(C=C1OC1=C(C=C(C(=C1)Cl)Br)Cl)C)=O (4-(4-Bromo-2,5-dichloro-phenoxy)-6-methyl-nicotinic acid methyl ester). Run in CC=1C=CC=CC1C (o-xylene), O (water). Conditions: temperature 120 celsius, time 20 hour. The yield is 7.6%. Procedure details: To a solution of 1.25 g (6.734 mmol) 4-chloro-6-methyl-nicotinic acid methyl ester (commercially available, CAS RN 886372-05-0) in 30 mL o-xylene was added 1.792 g (7.408 mmol) 4-bromo-2,5-dichlorophenol (commercially available, CAS RN 1940-42-7), 0.502 g (1.347 mmol) tetrakis(acetonitrile)copper (I) hexafluorophosphate (commercially available, CAS RN 64443-05-6) and 5.536 g (16.836 mmol) cesium carbonate. The reaction mixture was stirred at 120° C. for 20 hours and was then allowed to cool to r... RXN SMILES: [CH3:1][O:2][C:3](=[O:12])[C:4]1[C:9](Cl)=[CH:8][C:7]([CH3:11])=[N:6][CH:5]=1.[Br:13][C:14]1[C:19]([Cl:20])=[CH:18][C:17]([OH:21])=[C:16]([Cl:22])[CH:15]=1.C(=O)([O-])[O-].[Cs+].[Cs+].C(OCC)(=O)C>CC1C=CC=CC=1C.O>[CH3:1][O:2][C:3](=[O:12])[C:4]1[C:9]([O:21][C:17]2[CH:18]=[C:19]([Cl:20])[C:14]([Br:13])=[CH:15][C:16]=2[Cl:22])=[CH:8][C:7]([CH3:11])=[N:6][CH:5]=1 |f:2.3.4|. Reactants: CN(/C=C/C(=O)C1=NN(C=CC1=O)C1=CC(=CC=C1)OC(F)(F)F)C (3-((E)-3-dimethylamino-acryloyl)-1-(3-trifluoromethoxy-phenyl)-1H-pyridazin-4-one), FC=1C=C(C=CC1)NN ((3-fluoro-phenyl)-hydrazine). Product: FC=1C=C(C=CC1)N1N=CC=C1C1=NN(C=CC1=O)C1=CC(=CC=C1)OC(F)(F)F (3-[2-(3-Fluoro-phenyl)-2H-pyrazol-3-yl]-1-(3-trifluoromethoxy-phenyl)-1H-pyridazin-4-one). RXN SMILES: C[N:2](C)/[CH:3]=[CH:4]/[C:5]([C:7]1[C:12](=[O:13])[CH:11]=[CH:10][N:9]([C:14]2[CH:19]=[CH:18][CH:17]=[C:16]([O:20][C:21]([F:24])([F:23])[F:22])[CH:15]=2)[N:8]=1)=O.[F:26][C:27]1[CH:28]=[C:29]([NH:33]N)[CH:30]=[CH:31][CH:32]=1>>[F:26][C:27]1[CH:28]=[C:29]([N:33]2[C:5]([C:7]3[C:12](=[O:13])[CH:11]=[CH:10][N:9]([C:14]4[CH:19]=[CH:18][CH:17]=[C:16]([O:20][C:21]([F:24])([F:23])[F:22])[CH:15]=4)[N:8]=3)=[CH:4][CH:3]=[N:2]2)[CH:30]=[CH:31][CH:32]=1. Procedure details: Reaction of 3-((E)-3-dimethylamino-acryloyl)-1-(3-trifluoromethoxy-phenyl)-1H-pyridazin-4-one (A-6) and (3-fluoro-phenyl)-hydrazine according to example 43 gave the desired product. MS: M=416.9 (M+H)+ The yield is 89.4%. The reactants are C(C(=O)Cl)(=O)Cl (oxalyl chloride), ClC1=CC(=CC(=N1)C(=O)O)C (6-Chloro-4-methylpyridine-2-carboxylic acid), CCN(C(C)C)C(C)C (DIPEA), NCC1CC1 (aminomethylcyclopropane). Procedure: 6-Chloro-4-methylpyridine-2-carboxylic acid (422 mg, 2.46 mmol) was dissolved in DCM (10 mL) and oxalyl chloride (422 μL, 4.92 mmol) and DMF (100 μL) were added. The reaction mixture was stirred for 3 h, the solvents were removed in vacuo and the residue was azeotroped with DCM. The residue was dissolved in DCM (10 mL), DIPEA (1.63 mL, 9.84 mmol) and aminomethylcyclopropane (427 μL, 4.92 mmol) were added and the reaction mixture was stirred for 1 h. The reaction mixture was diluted with DCM (40 ... Run in CN(C)C=O (DMF), C(Cl)Cl (DCM), C(Cl)Cl (DCM). As a reaction SMILES: [Cl:1][C:2]1[N:7]=[C:6]([C:8]([OH:10])=O)[CH:5]=[C:4]([CH3:11])[CH:3]=1.C(Cl)(=O)C(Cl)=O.CCN(C(C)C)C(C)C.[NH2:27][CH2:28][CH:29]1[CH2:31][CH2:30]1>C(Cl)Cl.CN(C=O)C>[Cl:1][C:2]1[N:7]=[C:6]([C:8]([NH:27][CH2:28][CH:29]2[CH2:31][CH2:30]2)=[O:10])[CH:5]=[C:4]([CH3:11])[CH:3]=1. Reaction conditions: time 3 hour. The product is ClC1=CC(=CC(=N1)C(=O)NCC1CC1)C (6-Chloro-N-(cyclopropylmethyl)-4-methylpyridine-2-carboxamide).